Dataset: the Open Reaction Database (ORD), a public repository of structured organic reaction records. Task: describe an organic reaction: reactants, conditions, products, and yield As a reaction SMILES: [NH2:1][C:2]1[CH:14]=[C:13]([C:15]2[CH:20]=[CH:19][CH:18]=[CH:17][CH:16]=2)[CH:12]=[CH:11][C:3]=1[C:4]([O:6][C:7]([CH3:10])([CH3:9])[CH3:8])=[O:5].C1(P(C2CCCCC2)C2C=CC=CC=2C2C(C(C)C)=CC(C(C)C)=CC=2C(C)C)CCCCC1.C(=O)([O-])[O-].[Cs+].[Cs+].Br[C:62]1[CH:63]=[CH:64][C:65]2[O:69][CH:68]=[CH:67][C:66]=2[CH:70]=1>C1C=CC(/C=C/C(/C=C/C2C=CC=CC=2)=O)=CC=1.C1C=CC(/C=C/C(/C=C/C2C=CC=CC=2)=O)=CC=1.C1C=CC(/C=C/C(/C=C/C2C=CC=CC=2)=O)=CC=1.[Pd].[Pd].C1(C)C=CC=CC=1>[O:69]1[C:65]2[CH:64]=[CH:63][C:62]([NH:1][C:2]3[CH:14]=[C:13]([C:15]4[CH:16]=[CH:17][CH:18]=[CH:19][CH:20]=4)[CH:12]=[CH:11][C:3]=3[C:4]([O:6][C:7]([CH3:10])([CH3:9])[CH3:8])=[O:5])=[CH:70][C:66]=2[CH:67]=[CH:68]1 |f:2.3.4,6.7.8.9.10|. The reagents and catalysts are C=1C=CC(=CC1)/C=C/C(=O)/C=C/C2=CC=CC=C2.C=1C=CC(=CC1)/C=C/C(=O)/C=C/C2=CC=CC=C2.C=1C=CC(=CC1)/C=C/C(=O)/C=C/C2=CC=CC=C2.[Pd].[Pd] (tris(dibenzylideneacetone)dipalladium(0)), C=1C=CC(=CC1)/C=C/C(=O)/C=C/C2=CC=CC=C2.C=1C=CC(=CC1)/C=C/C(=O)/C=C/C2=CC=CC=C2.C=1C=CC(=CC1)/C=C/C(=O)/C=C/C2=CC=CC=C2.[Pd].[Pd] (tris(dibenzylideneacetone)dipalladium(0)), C=1C=CC(=CC1)/C=C/C(=O)/C=C/C2=CC=CC=C2.C=1C=CC(=CC1)/C=C/C(=O)/C=C/C2=CC=CC=C2.C=1C=CC(=CC1)/C=C/C(=O)/C=C/C2=CC=CC=C2.[Pd].[Pd] (tris(dibenzylideneacetone)dipalladium(0)). The reactants are NC1=C(C(=O)OC(C)(C)C)C=CC(=C1)C1=CC=CC=C1 (tert-butyl 2-amino-4-phenylbenzoate), C1(CCCCC1)P(C1=C(C=CC=C1)C1=C(C=C(C=C1C(C)C)C(C)C)C(C)C)C1CCCCC1 (2-dicyclohexylphosphino-2′,4′,6′-triisopropylbiphenyl), C([O-])([O-])=O.[Cs+].[Cs+] (cesium carbonate), BrC=1C=CC2=C(C=CO2)C1 (5-bromobenzofuran), C1(CCCCC1)P(C1=C(C=CC=C1)C1=C(C=C(C=C1C(C)C)C(C)C)C(C)C)C1CCCCC1 (2-dicyclohexylphosphino-2′,4′,6′-triisopropylbiphenyl), C1(CCCCC1)P(C1=C(C=CC=C1)C1=C(C=C(C=C1C(C)C)C(C)C)C(C)C)C1CCCCC1 (2-dicyclohexylphosphino-2′,4′,6′-triisopropylbiphenyl). Product: O1C=CC2=C1C=CC(=C2)NC2=C(C(=O)OC(C)(C)C)C=CC(=C2)C2=CC=CC=C2 (tert-butyl 2-((benzofuran-5-yl)amino)-4-phenylbenzoate). Reported procedure: To toluene 3.0 mL suspension of tert-butyl 2-amino-4-phenylbenzoate 0.10 g, 2-dicyclohexylphosphino-2′,4′,6′-triisopropylbiphenyl 9 mg, tris(dibenzylideneacetone)dipalladium(0) 3 mg and cesium carbonate 0.24 g was added 5-bromobenzofuran 0.18 g, and it was heated and refluxed for 24 hours. After the reaction mixture was cooled to room temperature, 2-dicyclohexylphosphino-2′,4′,6′-triisopropylbiphenyl 9 mg and tris(dibenzylideneacetone)dipalladium(0) 3 mg were added to it, and it was heated and r... Solvent: C1(=CC=CC=C1)C (toluene). The reagents and catalysts are C=1C=CC(=CC1)/C=C/C(=O)/C=C/C2=CC=CC=C2.C=1C=CC(=CC1)/C=C/C(=O)/C=C/C2=CC=CC=C2.C=1C=CC(=CC1)/C=C/C(=O)/C=C/C2=CC=CC=C2.[Pd].[Pd] (Pd2(dba)3). The yield is 96.0%. Yields the product N1(CCCC1)C1=CC(=C(C=C1)CN1CCN(CC1)C(=O)OC(C)(C)C)OC(F)(F)F (tert-butyl 4-[[4-(pyrrolidin-1-yl)-2-(trifluoromethoxy)phenyl]methyl]piperazine-1-carboxylate). Run in C1(=CC=CC=C1)C (toluene), O (water). Reaction conditions: temperature 70 celsius, time 15 hour. Reactants: BrC1=CC(=C(C=C1)CN1CCN(CC1)C(=O)OC(C)(C)C)OC(F)(F)F (tert-butyl 4-[[4-bromo-2-(trifluoromethoxy)phenyl]methyl]piperazine-1-carboxylate), N1CCCC1 (pyrrolidine), C(C)(C)(C)O[Na] (t-BuONa), C=1C=CC(=CC1)P(C=2C=CC=CC2)C3=CC=C4C=CC=CC4=C3C5=C6C=CC=CC6=CC=C5P(C=7C=CC=CC7)C=8C=CC=CC8 (BINAP). Procedure: A 100 mL round-bottom flask purged and maintained with an inert atmosphere of nitrogen was charged with tert-butyl 4-[[4-bromo-2-(trifluoromethoxy)phenyl]methyl]piperazine-1-carboxylate (1.00 g, 2.28 mmol, 1.00 equiv), pyrrolidine (194 mg, 2.73 mmol, 1.20 equiv), t-BuONa (307 mg, 3.19 mmol, 1.40 equiv), Pd2(dba)3 (104 mg, 0.110 mmol, 0.05 equiv), BINAP (213 mg, 0.340 mmol, 0.150 equiv), toluene (20 mL). The resulting solution was stirred for 15 h at 70° C. in an oil bath. The reaction progress w... RXN SMILES: Br[C:2]1[CH:7]=[CH:6][C:5]([CH2:8][N:9]2[CH2:14][CH2:13][N:12]([C:15]([O:17][C:18]([CH3:21])([CH3:20])[CH3:19])=[O:16])[CH2:11][CH2:10]2)=[C:4]([O:22][C:23]([F:26])([F:25])[F:24])[CH:3]=1.[NH:27]1[CH2:31][CH2:30][CH2:29][CH2:28]1.C(O[Na])(C)(C)C.C1C=CC(P(C2C(C3C(P(C4C=CC=CC=4)C4C=CC=CC=4)=CC=C4C=3C=CC=C4)=C3C(C=CC=C3)=CC=2)C2C=CC=CC=2)=CC=1>O.C1C=CC(/C=C/C(/C=C/C2C=CC=CC=2)=O)=CC=1.C1C=CC(/C=C/C(/C=C/C2C=CC=CC=2)=O)=CC=1.C1C=CC(/C=C/C(/C=C/C2C=CC=CC=2)=O)=CC=1.[Pd].[Pd].C1(C)C=CC=CC=1>[N:27]1([C:2]2[CH:7]=[CH:6][C:5]([CH2:8][N:9]3[CH2:14][CH2:13][N:12]([C:15]([O:17][C:18]([CH3:21])([CH3:20])[CH3:19])=[O:16])[CH2:11][CH2:10]3)=[C:4]([O:22][C:23]([F:26])([F:25])[F:24])[CH:3]=2)[CH2:31][CH2:30][CH2:29][CH2:28]1 |f:5.6.7.8.9|. Product: C1=C(C=C2CCCN3C2=C1C1=C3CCCCC1)NC(C(C)(C)C)=O (N-5,6,9,10,11,12-hexahydro-4H,8H-cyclohepta[4,5]pyrrolo[3,2,1-ij]quinolin-2-yl-2,2-dimethylpropanamide). RXN SMILES: [CH:1]1[C:10]2[C:11]3[CH2:17][CH2:16][CH2:15][CH2:14][CH2:13][C:12]=3[N:8]3[C:9]=2[C:4]([CH2:5][CH2:6][CH2:7]3)=[CH:3][C:2]=1[NH2:18].[CH3:19][C:20]([CH3:25])([CH3:24])[C:21](Cl)=[O:22]>ClCCl>[CH:1]1[C:10]2[C:11]3[CH2:17][CH2:16][CH2:15][CH2:14][CH2:13][C:12]=3[N:8]3[C:9]=2[C:4]([CH2:5][CH2:6][CH2:7]3)=[CH:3][C:2]=1[NH:18][C:21](=[O:22])[C:20]([CH3:25])([CH3:24])[CH3:19]. Yield: 67.8%. Solvent: ClCCl (dichloromethane). Procedure details: Following the procedure of Example 1, Step 4, 5,6,9,10,11,12-hexahydro-4H,8H-cyclohepta[4,5]pyrrolo[3,2,1-ij]quinolin-2-amine (0.12 g, 0.50 mmol), trimethylacetyl chloride (0.065 mL, 0.52 mmol) and poly-(4-vinylpyridine) (700 mg) in dichloromethane (10 mL) provided 0.11 g of N-5,6,9,10,11,12-hexahydro-4H,8H-cyclohepta[4,5]pyrrolo[3,2,1-ij]quinolin-2-yl-2,2-dimethylpropanamide. MS (ESI) m/z 325; HPLC purity major: no impurities detected at 210-370 nm window; 99.5% at 246 nm (max. abs), RT=10.7 (X... The reactants are C1=C(C=C2CCCN3C2=C1C1=C3CCCCC1)N (5,6,9,10,11,12-hexahydro-4H,8H-cyclohepta[4,5]pyrrolo[3,2,1-ij]quinolin-2-amine), CC(C(=O)Cl)(C)C (trimethylacetyl chloride), poly-(4-vinylpyridine). Starting materials: CC(C(=O)O)CCCCCCCCCCCCCC (2-Methylhexadecanoic acid), S(=O)(Cl)Cl (thionyl chloride). Yields the product CC(C(=O)Cl)CCCCCCCCCCCCCC (2-methylhexadecanoyl chloride). As a reaction SMILES: [CH3:1][CH:2]([CH2:6][CH2:7][CH2:8][CH2:9][CH2:10][CH2:11][CH2:12][CH2:13][CH2:14][CH2:15][CH2:16][CH2:17][CH2:18][CH3:19])[C:3](O)=[O:4].S(Cl)([Cl:22])=O>>[CH3:1][CH:2]([CH2:6][CH2:7][CH2:8][CH2:9][CH2:10][CH2:11][CH2:12][CH2:13][CH2:14][CH2:15][CH2:16][CH2:17][CH2:18][CH3:19])[C:3]([Cl:22])=[O:4]. Reported procedure: 2-Methylhexadecanoic acid (27.0 g 0.1 mol) was mixed with 100 ml of thionyl chloride and the resulting mixture was stirred and heated under reflux for eight hours and then stirred at room temperature overnight. The mixture was concentrated under vacuum, diethyl ether was added and the mixture again concentrated under vacuum. The residue was distilled to yield 25.8 g of 2-methylhexadecanoyl chloride, bp 120-125° C. at 0.25 mm Hg. Yield: 51.0%. RXN SMILES: C(O[C:4](=[O:35])[C:5]1[CH:10]=[CH:9][CH:8]=[CH:7][C:6]=1[NH:11][C:12]1[C:17]([Cl:18])=[CH:16][N:15]=[C:14]([NH:19][C:20]2[CH:34]=[CH:33][C:23]3[CH2:24][CH2:25][N:26]([CH2:29][CH2:30][O:31][CH3:32])[CH2:27][CH2:28][C:22]=3[CH:21]=2)[N:13]=1)C.[CH3:36][N:37]([CH3:43])[CH2:38][CH2:39][CH2:40][CH2:41][NH2:42]>>[Cl:18][C:17]1[C:12]([NH:11][C:6]2[CH:7]=[CH:8][CH:9]=[CH:10][C:5]=2[C:4]([NH:42][CH2:41][CH2:40][CH2:39][CH2:38][N:37]([CH3:43])[CH3:36])=[O:35])=[N:13][C:14]([NH:19][C:20]2[CH:34]=[CH:33][C:23]3[CH2:24][CH2:25][N:26]([CH2:29][CH2:30][O:31][CH3:32])[CH2:27][CH2:28][C:22]=3[CH:21]=2)=[N:15][CH:16]=1. The reactants are C(C)OC(C1=C(C=CC=C1)NC1=NC(=NC=C1Cl)NC1=CC2=C(CCN(CC2)CCOC)C=C1)=O (2-{5-chloro-2-[3-(2-methoxy-ethyl)-2,3,4,5-tetrahydro-1H-benzo[d]azepin-7-ylamino]-pyrimidin-4-ylamino}-benzoic acid ethyl ester), CN(CCCCN)C (N(1),N(1)-dimethyl-butane-1,4-diamine). Procedure: 2-{5-Chloro-2-[3-(2-methoxy-ethyl)-2,3,4,5-tetrahydro-1H-benzo[d]azepin-7-ylamino]-pyrimidin-4-ylamino}-N-(4-dimethylamino-butyl)-benzamide was prepared from 2-{5-chloro-2-[3-(2-methoxy-ethyl)-2,3,4,5-tetrahydro-1H-benzo[d]azepin-7-ylamino]-pyrimidin-4-ylamino}-benzoic acid ethyl ester and N(1),N(1)-dimethyl-butane-1,4-diamine in an analogous manner to Example 1396. Product isolated as an orange solid (31 mg, 51%). m.p.=132-134° C.; LCMS (m/e) 566 (M+H); 1H-NMR (CDCl3, 400 MHz) δ 11.35 (s, 1H), ... The product is ClC=1C(=NC(=NC1)NC1=CC2=C(CCN(CC2)CCOC)C=C1)NC1=C(C(=O)NCCCCN(C)C)C=CC=C1 (2-{5-Chloro-2-[3-(2-methoxy-ethyl)-2,3,4,5-tetrahydro-1H-benzo[d]azepin-7-ylamino]-pyrimidin-4-ylamino}-N-(4-dimethylamino-butyl)-benzamide), solid. Starting materials: [N+](=O)([O-])C1=CC2=C(SC3=C(C(C2)=O)C=CC=C3)C=C1 (2-nitro-10-oxo-dibenzo[b,f]thiepine), [Cl-].[Cl-].[Ca+2] (CaCl2). The reagents and catalysts are [Zn] (zinc). The solvent is C(C)O (ethanol), O (water). Product: NC1=CC2=C(SC3=C(C(C2)=O)C=CC=C3)C=C1 (2-amino-10-oxo-dibenzo[b,f]thiepine). As a reaction SMILES: [N+:1]([C:4]1[CH:19]=[CH:18][C:7]2[S:8][C:9]3[CH:17]=[CH:16][CH:15]=[CH:14][C:10]=3[C:11](=[O:13])[CH2:12][C:6]=2[CH:5]=1)([O-])=O.[Cl-].[Cl-].[Ca+2]>C(O)C.O.[Zn]>[NH2:1][C:4]1[CH:19]=[CH:18][C:7]2[S:8][C:9]3[CH:17]=[CH:16][CH:15]=[CH:14][C:10]=3[C:11](=[O:13])[CH2:12][C:6]=2[CH:5]=1 |f:1.2.3|. Procedure details: To a solution of 2-nitro-10-oxo-dibenzo[b,f]thiepine (2.40 g, 9.30 mmol) (Coll. Czech. Chem. Commun. 1977, 42:2231) in 78% ethanol, was added a solution of CaCl2 (0.66 g, 5.90 mmol) in water (1.00 mL) followed by zinc dust (19.9 g, 30.4 mmol). The reaction mixture was refluxed for 2 h, filtered through celite and washed extensively with hot ethanol. The ethanol filtrate was concentrated to 5.00 mL and water was added to precipitate out the product. The product was filtered and dried under vacuum... Starting materials: N1C(=CC=C2C=CC=3C(=C12)C=CN3)C(C(=O)OC)=O (methyl pyrroloquinolinyl-oxoacetate), C(C)(=O)N (acetamide), C(C)(=O)N (acetamide), COC(C(=O)C=1NC2=C3C(C=CC2=CC1)=NC=C3)=O (methylpyrroloquinolinyl-oxoacetate). Yields the product N1C(=CC=C2C=CC=3C(=C12)C=CN3)C=3C(NC(C3)=O)=O (pyrroloquinolinyl-pyrrole-2,5-dione). RXN SMILES: [NH:1]1[C:10]2[C:5]([CH:6]=[CH:7][C:8]3[C:9]=2[CH:11]=[CH:12][N:13]=3)=[CH:4][CH:3]=[C:2]1[C:14](=O)[C:15]([O:17]C)=O.[C:20]([NH2:23])(=[O:22])[CH3:21]>>[NH:1]1[C:10]2[C:5]([CH:6]=[CH:7][C:8]3[C:9]=2[CH:11]=[CH:12][N:13]=3)=[CH:4][CH:3]=[C:2]1[C:14]1[C:15](=[O:17])[NH:23][C:20](=[O:22])[CH:21]=1. Procedure details: In one embodiment, the method of the present invention comprises a step of dissolving methyl pyrroloquinolinyl-oxoacetate and acetamide in an organic solvent and adding the obtained solution to a base, and reacting methylpyrroloquinolinyl-oxoacetate and acetamide to form highly pure pyrroloquinolinyl-pyrrole-2,5-dione. In one embodiment, the base is dissolved or suspended in an organic solvent. In a further embodiment, the base is dissolved or suspended in the same organic solvent as methylpyrro...